describe an organic reaction: reactants, conditions, products, and yield From a dataset of the Open Reaction Database (ORD), a public repository of structured organic reaction records. Starting materials: C(\C=C\C)(=O)O (crotonic acid), C(O)CN (ethanolamine). Solvent: N1=CC=CC=C1 (pyridine). Yields the product OCCNC(CC(=O)O)C (N-(2-Hydroxyethyl)-3-aminobutyric acid). RXN SMILES: [C:1]([OH:6])(=[O:5])/[CH:2]=[CH:3]/[CH3:4].[CH2:7]([CH2:9][NH2:10])[OH:8]>N1C=CC=CC=1>[OH:8][CH2:7][CH2:9][NH:10][CH:3]([CH3:4])[CH2:2][C:1]([OH:6])=[O:5]. Procedure details: A solution of 86 g of crotonic acid (1 mole) and ethanolamine (1 mole) in pyridine (200 ml) was refluxed for 2-3 hours and subsequently cooled. The resulting product was filtered and recyrstallized to yield the title compound having a m.p. (melting point) of 178-180° C. (compound 1.1, List of Compounds). The reactants are CC=1N=CN(C(C1C(=O)O)=O)C1=CC=C(C=C1)C (1,6-dihydro-4-methyl-6-oxo-1-(4-tolyl)pyrimidine-5-carboxylic acid), CC=1N=CN(C(C1C(=O)OCC)=O)C1=CC=C(C=C1)C (ethyl 1,6-dihydro-4-methyl-6-oxo-1-(4-tolyl)pyrimidine-5-carboxylate), [H-].[Na+] (sodium hydride). Run in C(OC)COC (glyme), CCOCC (ether). Reaction conditions: time 3 day. Product: CC=1N=CN(C(C1C(=O)[O-])=O)C1=CC=C(C=C1)C.[Na+] (sodium 1,6-dihydro-4-methyl-6-oxo-1-(4-tolyl)pyrimidine-5-carboxylate). The yield is 57.0%. RXN SMILES: [CH3:1][C:2]1[N:3]=[CH:4][N:5]([C:12]2[CH:17]=[CH:16][C:15]([CH3:18])=[CH:14][CH:13]=2)[C:6](=[O:11])[C:7]=1[C:8]([OH:10])=[O:9].CC1N=CN(C2C=CC(C)=CC=2)C(=O)C=1C(OCC)=O.[H-].[Na+:40]>C(COC)OC.CCOCC>[CH3:1][C:2]1[N:3]=[CH:4][N:5]([C:12]2[CH:13]=[CH:14][C:15]([CH3:18])=[CH:16][CH:17]=2)[C:6](=[O:11])[C:7]=1[C:8]([O-:10])=[O:9].[Na+:40] |f:2.3,6.7|. Procedure details: A mixture of 8.0 g (0.033 mole) of 1,6-dihydro-4-methyl-6-oxo-1-(4-tolyl)pyrimidine-5-carboxylic acid, prepared from ethyl 1,6-dihydro-4-methyl-6-oxo-1-(4-tolyl)pyrimidine-5-carboxylate by the hydrolysis method of Example 2, and one equivalent of sodium hydride (added as mineral oil dispersion), slurried in 300 ml of glyme is stirred at ambient temperature for 3 days. The solid product is isolated by filtration, slurried in ether and reisolated to give after drying 5.0 g (57% yield) of sodium 1,... Reactants: CC1=C(C(NC=C1)=O)[N+](=O)[O-] (4-methyl-3-nitro-2-pyridone), C(C)(=O)[O-].[Na+] (sodium acetate), BrBr (bromine). The solvent is C(C)(=O)OCC (ethyl acetate), C(C)(=O)O (acetic acid). Run at time 5.5 hour. Product: BrC=1C(=C(C(NC1)=O)[N+](=O)[O-])C (5-bromo-4-methyl-3-nitro-2-pyridone). Isolated yield 90.0%. Reaction SMILES: [CH3:1][C:2]1[CH:7]=[CH:6][NH:5][C:4](=[O:8])[C:3]=1[N+:9]([O-:11])=[O:10].C([O-])(=O)C.[Na+].[Br:17]Br>C(O)(=O)C.C(OCC)(=O)C>[Br:17][C:7]1[C:2]([CH3:1])=[C:3]([N+:9]([O-:11])=[O:10])[C:4](=[O:8])[NH:5][CH:6]=1 |f:1.2|. Procedure: To a stirred solution of 4-methyl-3-nitro-2-pyridone (0.45 g, 2.9 mmol) in glacial acetic acid (3 mL) was added sodium acetate (0.24 g) followed by bromine (0.15 mL) dropwise. After 5.5 hours, the mixture was diluted with ethyl acetate, washed with water, dried, filtered and concentrated to give 5-bromo-4-methyl-3-nitro-2-pyridone (0.62 g, 2.6 mmol, 90%). Reactants: CC(C)(C)OC(=O)N1CCCN(c2nc3ccccc3[nH]2)CC1, CN(C)C=O, O=S(=O)(OCC(F)(F)F)C(F)(F)F, [Na]. The product is CC(C)(C)OC(=O)N1CCCN(c2nc3ccccc3n2CC(F)(F)F)CC1. Reaction SMILES: [C:2]([CH3:3])([CH3:4])([CH3:5])[O:6][C:7](=[O:8])[N:9]1[CH2:10][CH2:11][N:12]([c:16]2[n:17][c:18]3[c:19]([nH:20]2)[cH:21][cH:22][cH:23][cH:24]3)[CH2:13][CH2:14][CH2:15]1.[CH3:38][N:39]([CH3:40])[CH:41]=[O:42].[F:25][C:26]([CH2:27][O:28][S:29]([C:30]([F:31])([F:32])[F:33])(=[O:34])=[O:35])([F:36])[F:37].[Na:1]>>[C:2]([CH3:3])([CH3:4])([CH3:5])[O:6][C:7](=[O:8])[N:9]1[CH2:10][CH2:11][N:12]([c:16]2[n:17]([CH2:27][C:26]([F:25])([F:36])[F:37])[c:18]3[c:19]([n:20]2)[cH:21][cH:22][cH:23][cH:24]3)[CH2:13][CH2:14][CH2:15]1. The solvent is C(C)(=O)O (acetic acid). The product is ClC=1C=C(C=CC1)C1=CC=NC=2N1C=NC2C(=O)N (4-(3-Chlorophenyl)imidazo[1,5-a]pyrimidine-8-carboxamide). Starting materials: Cl.NC=1N=CNC1C(=O)N (4-amino-5-imidazolecarboxamide hydrochloride), ClC=1C=C(C=CC1)C(C=CN(C)C)=O (3'-chloro-3-dimethylaminoacrylophenone), C([O-])(O)=O.[Na+] (sodium bicarbonate). The yield is 43.7%. As a reaction SMILES: Cl.[NH2:2][C:3]1[N:4]=[CH:5][NH:6][C:7]=1[C:8]([NH2:10])=[O:9].[Cl:11][C:12]1[CH:13]=[C:14]([C:18](=O)[CH:19]=[CH:20]N(C)C)[CH:15]=[CH:16][CH:17]=1.C(=O)(O)[O-].[Na+]>C(O)(=O)C>[Cl:11][C:12]1[CH:13]=[C:14]([C:18]2[N:4]3[CH:5]=[N:6][C:7]([C:8]([NH2:10])=[O:9])=[C:3]3[N:2]=[CH:20][CH:19]=2)[CH:15]=[CH:16][CH:17]=1 |f:0.1,3.4|. Procedure details: A mixture of 13.9 g of 4-amino-5-imidazolecarboxamide hydrochloride, 24.0 g of 3'-chloro-3-dimethylaminoacrylophenone (U.S. Pat. No. 4,209,621, Ex. 50) and 200 ml glacial acetic acid was heated at reflux for 5 hours. The liquid was evaporated in vacuo to give a yellow solid. The excess acid was neutralized with saturated sodium bicarbonate solution and this mixture was filtered and the solid was washed with water and then was dried. Recrystallization from ethanol-methanol gave 10.2 g of the desi...